From a dataset of the Open Reaction Database (ORD), a public repository of structured organic reaction records. describe an organic reaction: reactants, conditions, products, and yield Starting materials: BrC1=NC=CC(=C1)C=1N(C=NC1C1=CC=C(C=C1)F)C (2-Bromo-4-[5-(4-fluoro-phenyl)-3-methyl-3H-imidazol-4-yl]-pyridine), C1(CCCCC1)P(C1=C(C=CC=C1)C1=CC=CC=C1)C1CCCCC1 (2-(dicyclohexylphosphino)biphenyl), [NH4+].[Cl-] (NH4Cl), [Li+].C[Si](C)(C)[N-][Si](C)(C)C (LiHMDS). Solvent: C1CCOC1 (THF), O (water). RXN SMILES: Br[C:2]1[CH:7]=[C:6]([C:8]2[N:9]([CH3:20])[CH:10]=[N:11][C:12]=2[C:13]2[CH:18]=[CH:17][C:16]([F:19])=[CH:15][CH:14]=2)[CH:5]=[CH:4][N:3]=1.C1(P(C2CCCCC2)C2C=CC=CC=2C2C=CC=CC=2)CCCCC1.[Li+].C[Si]([N-:51][Si](C)(C)C)(C)C.[NH4+].[Cl-]>C1COCC1.C1C=CC(/C=C/C(/C=C/C2C=CC=CC=2)=O)=CC=1.C1C=CC(/C=C/C(/C=C/C2C=CC=CC=2)=O)=CC=1.C1C=CC(/C=C/C(/C=C/C2C=CC=CC=2)=O)=CC=1.[Pd].[Pd].O>[F:19][C:16]1[CH:17]=[CH:18][C:13]([C:12]2[N:11]=[CH:10][N:9]([CH3:20])[C:8]=2[C:6]2[CH:5]=[CH:4][N:3]=[C:2]([NH2:51])[CH:7]=2)=[CH:14][CH:15]=1 |f:2.3,4.5,7.8.9.10.11|. Reagents/catalysts: C=1C=CC(=CC1)/C=C/C(=O)/C=C/C2=CC=CC=C2.C=1C=CC(=CC1)/C=C/C(=O)/C=C/C2=CC=CC=C2.C=1C=CC(=CC1)/C=C/C(=O)/C=C/C2=CC=CC=C2.[Pd].[Pd] (tris(dibenzylideneacetone)dipalladium(0)). Product: FC1=CC=C(C=C1)C1=C(N(C=N1)C)C1=CC(=NC=C1)N (4-[5-(4-Fluoro-phenyl)-3-methyl-3H-imidazol-4-yl]-pyridin-2-ylamine). The yield is 4.0%. Reported procedure: 2-Bromo-4-[5-(4-fluoro-phenyl)-3-methyl-3H-imidazol-4-yl]-pyridine (460 mg, 1.39 mmol), tris(dibenzylideneacetone)dipalladium(0) (254 mg, 0.28 mmol) and 2-(dicyclohexylphosphino)biphenyl (252 mg, 0.72 mmol) are mixed in dry THF (10 mL). Then Argon is bubbled through the solution for 5 min and 1.0 M LiHMDS (4.8 mL, 4.8 mmol) is added. Then the reaction mixture is heated at 65° C. for 16 hrs before the saturated NH4Cl aqueous solution (20 mL) is added along with water (25 mL). The mixture is extra... The reactants are OC1=C(C(=O)OC)C=C(C=C1)C=CC1=CC=C(C=C1)S(=O)(=O)NC1=NC=CC=C1 (Methyl 2-hydroxy-5-[2-[4-[(2-pyridinylamino)sulfonyl]phenyl]ethenyl]benzoate), Cl (hydrochloric acid). Solvent: [OH-].[K+] (KOH). Conditions: temperature 100 celsius. Product: OC1=C(C(=O)O)C=C(C=C1)C=CC1=CC=C(C=C1)S(=O)(=O)NC1=NC=CC=C1 (2-Hydroxy-5-[2-[4-[(2-pyridinylamino )sulfonyl]phenyl]ethenyl]benzoic acid). Reaction SMILES: [OH:1][C:2]1[CH:11]=[CH:10][C:9]([CH:12]=[CH:13][C:14]2[CH:19]=[CH:18][C:17]([S:20]([NH:23][C:24]3[CH:29]=[CH:28][CH:27]=[CH:26][N:25]=3)(=[O:22])=[O:21])=[CH:16][CH:15]=2)=[CH:8][C:3]=1[C:4]([O:6]C)=[O:5].Cl>[OH-].[K+]>[OH:1][C:2]1[CH:11]=[CH:10][C:9]([CH:12]=[CH:13][C:14]2[CH:15]=[CH:16][C:17]([S:20]([NH:23][C:24]3[CH:29]=[CH:28][CH:27]=[CH:26][N:25]=3)(=[O:22])=[O:21])=[CH:18][CH:19]=2)=[CH:8][C:3]=1[C:4]([OH:6])=[O:5] |f:2.3|. Procedure: Methyl 2-hydroxy-5-[2-[4-[(2-pyridinylamino)sulfonyl]phenyl]ethenyl]benzoate (12 g, 29 mmol) was dissolved in 1M KOH (120 ml) and the solution was refluxed for 7 h. The cooled solution was acidified with an excess of 1M hydrochloric acid. The precipitate was filtered off and washed with water (3×200 ml). The product was redissolved in a small portion of 1M NaOH. Water and dioxane (500+500 ml) was added and the solution was heated to 100° C. The solution was acidified with an excess of 1M HCl, an...